Dataset: the Open Reaction Database (ORD), a public repository of structured organic reaction records. Task: describe an organic reaction: reactants, conditions, products, and yield Reactants: C([O-])([O-])=O.[Cs+].[Cs+] (Cesium carbonate), C1=CC=C(C=C1)P(C2=CC=CC=C2)C3=C(C4=CC=CC=C4C=C3)C5=C(C=CC6=CC=CC=C65)P(C7=CC=CC=C7)C8=CC=CC=C8 ((S)-2,2′-bis(diphenylphosphino)-1,1′-binaphthalene), ClC1=CC=C(CN)C=C1 (4-chlorobenzylamine), C(C1=CC=CC=C1)C1=C(NC2=C1C(=NC=C2)Cl)C (3-benzyl-4-chloro-2-methyl-1H-pyrrolo[3,2-c]pyridine). The reagents and catalysts are C=1C=CC(=CC1)/C=C/C(=O)/C=C/C2=CC=CC=C2.C=1C=CC(=CC1)/C=C/C(=O)/C=C/C2=CC=CC=C2.C=1C=CC(=CC1)/C=C/C(=O)/C=C/C2=CC=CC=C2.[Pd].[Pd] (tris(dibenzylideneacetone)dipalladium(0)). Run in C1(=CC=CC=C1)C (toluene). Run at time 2 day. Product: Cl.C(C1=CC=CC=C1)C1=C(NC2=C1C(=NC=C2)NCC2=CC=C(C=C2)Cl)C (3-benzyl-2-methyl-4-(4-chlorobenzylamino)-1H-pyrrolo[3,2-c]pyridine hydrochloride). Isolated yield 42.2%. Reaction SMILES: C(=O)([O-])[O-].[Cs+].[Cs+].C1C=CC(P(C2C=CC3C(=CC=CC=3)C=2C2C3C(=CC=CC=3)C=CC=2P(C2C=CC=CC=2)C2C=CC=CC=2)C2C=CC=CC=2)=CC=1.[Cl:53][C:54]1[CH:61]=[CH:60][C:57]([CH2:58][NH2:59])=[CH:56][CH:55]=1.[CH2:62]([C:69]1[C:73]2[C:74](Cl)=[N:75][CH:76]=[CH:77][C:72]=2[NH:71][C:70]=1[CH3:79])[C:63]1[CH:68]=[CH:67][CH:66]=[CH:65][CH:64]=1>C1(C)C=CC=CC=1.C1C=CC(/C=C/C(/C=C/C2C=CC=CC=2)=O)=CC=1.C1C=CC(/C=C/C(/C=C/C2C=CC=CC=2)=O)=CC=1.C1C=CC(/C=C/C(/C=C/C2C=CC=CC=2)=O)=CC=1.[Pd].[Pd]>[ClH:53].[CH2:62]([C:69]1[C:73]2[C:74]([NH:59][CH2:58][C:57]3[CH:60]=[CH:61][C:54]([Cl:53])=[CH:55][CH:56]=3)=[N:75][CH:76]=[CH:77][C:72]=2[NH:71][C:70]=1[CH3:79])[C:63]1[CH:64]=[CH:65][CH:66]=[CH:67][CH:68]=1 |f:0.1.2,7.8.9.10.11,12.13|. Procedure: Cesium carbonate (85 mg, 0.26 mmol), (S)-2,2′-bis(diphenylphosphino)-1,1′-binaphthalene (11 mg, 0.020 mmol), tris(dibenzylideneacetone)dipalladium(0) (8 mg, 0.009 mmol), and 4-chlorobenzylamine (0.032 ml, 0.26 mmol) were added to a solution of 3-benzyl-4-chloro-2-methyl-1H-pyrrolo[3,2-c]pyridine (50 mg, 0.17 mmol) prepared in Preparation 2 in toluene (3 ml). The reaction mixture was refluxed under stirring for 2 days. The reaction mixture was cooled to room temperature, filtered, and then concen...